From a dataset of the Open Reaction Database (ORD), a public repository of structured organic reaction records. describe an organic reaction: reactants, conditions, products, and yield RXN SMILES: C12[N:8]([C:9]3C=N[C:16]4[C:11](=[CH:12]C=[CH:14][CH:15]=4)[N:10]=3)CC1CCNC2.[Br:19][C:20]1[CH:25]=[CH:24][CH:23]=[CH:22][C:21]=1[C:26]([N:28]1[CH2:34][CH:33]2[CH:30]([CH2:31][NH:32]2)[CH2:29]1)=[O:27].ClC1N=C(C)C=C(C)N=1>>[Br:19][C:20]1[CH:25]=[CH:24][CH:23]=[CH:22][C:21]=1[C:26]([N:28]1[CH2:34][CH:33]2[CH:30]([CH2:31][N:32]2[C:9]2[N:8]=[C:15]([CH3:14])[CH:16]=[C:11]([CH3:12])[N:10]=2)[CH2:29]1)=[O:27]. Procedure details: The title compound was prepared in a manner analogous to Intermediate 2, Step A, using Intermediate 23 and 2-chloro-4,6-dimethylpyrimidine. MS (ESI) mass calcd. for C18H19BrN4O, 387.28; m/z found, 389.1 [M+H]+. The reactants are C12CNCCC2CN1C1=NC2=CC=CC=C2N=C1 (2-(3,8-diaza-bicyclo[4.2.0]oct-8-yl)-quinoxaline), BrC1=C(C=CC=C1)C(=O)N1CC2CNC2C1 ((2-Bromo-phenyl)-(3,6-diaza-bicyclo[3.2.0]hept-3-yl)-methanone), ClC1=NC(=CC(=N1)C)C (2-chloro-4,6-dimethylpyrimidine). Product: BrC1=C(C=CC=C1)C(=O)N1CC2CN(C2C1)C1=NC(=CC(=N1)C)C (3-[(2-Bromophenyl)carbonyl]-6-(4,6-dimethylpyrimidin-2-yl)-3,6-diazabicyclo[3.2.0]heptane). Reagents/catalysts: C(C)(=O)[O-].[Pd+2].C(C)(=O)[O-] (palladium acetate). Yields the product C(C)(C)(C)OC(=O)N[C@H]1[C@H](CCCC1)NC1=NC(=NC2=CC=C(C=C12)OC)NCC1=CC=C(C=C1)OC ((1R,2S)-N-tert-Butoxycarbonyl-2-[2-(4-methoxybenzylamino)-6-methoxyquinazolin-4-yl]aminocyclohexylamine). Run in C1(=CC=CC=C1)C (toluene). Isolated yield 74.2%. Reaction conditions: temperature 70 celsius, time 5 hour. RXN SMILES: [C:1]([O:5][C:6]([NH:8][C@@H:9]1[CH2:14][CH2:13][CH2:12][CH2:11][C@@H:10]1[NH:15][C:16]1[C:25]2[C:20](=[CH:21][CH:22]=[C:23]([O:26][CH3:27])[CH:24]=2)[N:19]=[C:18](Cl)[N:17]=1)=[O:7])([CH3:4])([CH3:3])[CH3:2].[CH3:29][O:30][C:31]1[CH:38]=[CH:37][C:34]([CH2:35][NH2:36])=[CH:33][CH:32]=1.C1(P(C2C=CC=CC=2)C2C=CC3C(=CC=CC=3)C=2C2C3C(=CC=CC=3)C=CC=2P(C2C=CC=CC=2)C2C=CC=CC=2)C=CC=CC=1.CC(C)([O-])C.[Na+]>C1(C)C=CC=CC=1.C([O-])(=O)C.[Pd+2].C([O-])(=O)C>[C:1]([O:5][C:6]([NH:8][C@@H:9]1[CH2:14][CH2:13][CH2:12][CH2:11][C@@H:10]1[NH:15][C:16]1[C:25]2[C:20](=[CH:21][CH:22]=[C:23]([O:26][CH3:27])[CH:24]=2)[N:19]=[C:18]([NH:36][CH2:35][C:34]2[CH:37]=[CH:38][C:31]([O:30][CH3:29])=[CH:32][CH:33]=2)[N:17]=1)=[O:7])([CH3:4])([CH3:3])[CH3:2] |f:3.4,6.7.8|. Procedure details: Under argon atmosphere, a solution of 1.75 g of (1R,2S)-N-tert-butoxycarbonyl-2-(2-chloro-6-methoxyquinazolin-4-yl)aminocyclohexylamine and 1.47 g of 4-methoxybenzylamine in 100 mL of anhydrous toluene was combined with 97 mg of palladium acetate, 268 mg of 2,2′-bis(diphenylphosphino)-1,1′-binaphthyl and 1.03 g of sodium tert-butoxide, and stirred at 70° C. for 5 hours. The reaction solvent was concentrated, and then combined with water, extracted with chloroform, and dried. After the solvent wa... Reactants: C(C)(C)(C)OC(=O)N[C@H]1[C@H](CCCC1)NC1=NC(=NC2=CC=C(C=C12)OC)Cl ((1R,2S)-N-tert-butoxycarbonyl-2-(2-chloro-6-methoxyquinazolin-4-yl)aminocyclohexylamine), CC(C)([O-])C.[Na+] (sodium tert-butoxide), COC1=CC=C(CN)C=C1 (4-methoxybenzylamine), C1(=CC=CC=C1)P(C1=C(C2=CC=CC=C2C=C1)C1=C(C=CC2=CC=CC=C12)P(C1=CC=CC=C1)C1=CC=CC=C1)C1=CC=CC=C1 (2,2′-bis(diphenylphosphino)-1,1′-binaphthyl). The reactants are NC=1C=2N(C=C(C1)C)C(=C(N2)C)C(=O)OCC (8-amino-3-carboethoxy-2,6-dimethylimidazo[1,2-a]pyridine), C(C)C1=C(CBr)C(=CC(=C1)F)C (2-ethyl-4-fluoro-6-methylbenzylbromide), C([O-])([O-])=O.[K+].[K+] (potassium carbonate), [I-].[Na+] (sodium iodide). Run in C(C)#N (acetonitrile). Yields the product C(C)(C)OC(C)C (isopropyl ether), C(=O)(OCC)C1=C(N=C2N1C=C(C=C2NCC2=C(C=C(C=C2C)F)CC)C)C (3-carboethoxy-2,6-dimethyl-8-(2-ethyl-4-fluoro-6-methylbenzylamino)imidazo[1,2-a]pyridine). The yield is 35.0%. RXN SMILES: [NH2:1][C:2]1[C:3]2[N:4]([C:9]([C:13]([O:15][CH2:16][CH3:17])=[O:14])=[C:10]([CH3:12])[N:11]=2)[CH:5]=[C:6]([CH3:8])[CH:7]=1.[CH2:18]([C:20]1[CH:27]=[C:26]([F:28])[CH:25]=[C:24]([CH3:29])[C:21]=1[CH2:22]Br)[CH3:19].[C:30](=O)([O-])[O-].[K+].[K+].[I-].[Na+]>C(#N)C>[CH:16]([O:15][CH:27]([CH3:26])[CH3:20])([CH3:17])[CH3:30].[C:13]([C:9]1[N:4]2[CH:5]=[C:6]([CH3:8])[CH:7]=[C:2]([NH:1][CH2:22][C:21]3[C:24]([CH3:29])=[CH:25][C:26]([F:28])=[CH:27][C:20]=3[CH2:18][CH3:19])[C:3]2=[N:11][C:10]=1[CH3:12])([O:15][CH2:16][CH3:17])=[O:14] |f:2.3.4,5.6|. Procedure: A stirred mixture of (0.7 g, 3.0 mmol) 8-amino-3-carboethoxy-2,6-dimethylimidazo[1,2-a]pyridine, (0.8 g, 3.5 mmol) 2-ethyl-4-fluoro-6-methylbenzylbromide, (0.7 g, 4.8 mmol) potassium carbonate and (0.1 g) sodium iodide in 15 ml acetonitrile was refluxed over night. After evaporation of the solvent under reduced pressure the residue was dissolved in dichloromethane and washed with water, the organic layer was separated dried over sodium sulfate and evaporated under reduced pressure. The residue w... Reactants: C(C)(=O)[O-].[Na+] (Sodium acetate), ClC(C(=O)O)Cl (dichloroacetic acid), OC1(C2=C(C=CC3=C1C=CC=1C=CC=CC31)C=CC=C2)C (7-hydroxy-7-methyl-7H-benzo[4,5]cyclohepta[1,2-a]naphthalene), ( 1.9q ), Cl.NO (hydroxylamine hydrochloride), ice water. The solvent is ClCCl (dichloromethane), ClCCl (dichloromethane). The product is ONC1(C2=C(C=CC3=C1C=CC=1C=CC=CC31)C=CC=C2)C (7-hydroxylamino-7-methyl-7H-benzo[4,5]cyclohepta[1,2-a]naphthalene). As a reaction SMILES: C([O-])(=O)C.[Na+].ClC(Cl)C(O)=O.Cl.[NH2:13][OH:14].O[C:16]1([CH3:35])[C:22]2[CH:23]=[CH:24][C:25]3[CH:26]=[CH:27][CH:28]=[CH:29][C:30]=3[C:21]=2[CH:20]=[CH:19][C:18]2[CH:31]=[CH:32][CH:33]=[CH:34][C:17]1=2>ClCCl>[OH:14][NH:13][C:16]1([CH3:35])[C:22]2[CH:23]=[CH:24][C:25]3[CH:26]=[CH:27][CH:28]=[CH:29][C:30]=3[C:21]=2[CH:20]=[CH:19][C:18]2[CH:31]=[CH:32][CH:33]=[CH:34][C:17]1=2 |f:0.1,3.4|. Procedure: Sodium acetate (5.7 g) and dichloroacetic acid (8.5 ml) were stirred together in dichloromethane (8.5 ml) at 0° C. for 5 minutes then hydroxylamine hydrochloride (4.8 g) added. After 1 h at room temperature more dichloromethane (17 ml) was added and after a further 30 minutes, the product from Example 7. Step A (1.9q) was added. After 1 h at room temperature the reaction mixture was poured into ice-water (200 ml) and washed with ammonia solution (70 ml). The organic layer was dried (Na2SO4), fil... Starting materials: CS(C)=O, Clc1ccc(Cl)nn1, Nc1cccc(O)c1, [Na+], [OH-]. The product is Nc1cccc(Oc2ccc(Cl)nn2)c1. RXN SMILES: [CH3:19][S:20](=[O:21])[CH3:22].[Cl:3][c:4]1[n:5][n:6][c:7]([Cl:10])[cH:8][cH:9]1.[NH2:11][c:12]1[cH:13][c:14]([OH:18])[cH:15][cH:16][cH:17]1.[Na+:2].[OH-:1]>>[Cl:3][c:4]1[n:5][n:6][c:7]([O:18][c:14]2[cH:13][c:12]([NH2:11])[cH:17][cH:16][cH:15]2)[cH:8][cH:9]1. The reactants are c1ccc(COc2ccc3cc[nH]c3c2)cc1, CCOCC, O=C(Cl)CCl, C1COCCO1, O, c1ccncc1. The product is O=C(CCl)c1c[nH]c2cc(OCc3ccccc3)ccc12. RXN SMILES: [CH2:1]([c:2]1[cH:3][cH:4][cH:5][cH:6][cH:7]1)[O:8][c:9]1[cH:10][cH:11][c:12]2[cH:13][cH:14][nH:15][c:16]2[cH:17]1.[CH2:24]([O:25][CH2:26][CH3:27])[CH3:28].[Cl:18][CH2:19][C:20](=[O:21])[Cl:22].[O:29]1[CH2:30][CH2:31][O:32][CH2:33][CH2:34]1.[OH2:23].[cH:35]1[cH:36][cH:37][n:38][cH:39][cH:40]1>>[CH2:1]([c:2]1[cH:3][cH:4][cH:5][cH:6][cH:7]1)[O:8][c:9]1[cH:10][cH:11][c:12]2[c:13]([C:20]([CH2:19][Cl:18])=[O:21])[cH:14][nH:15][c:16]2[cH:17]1.